Task: describe an organic reaction: reactants, conditions, products, and yield. Dataset: the Open Reaction Database (ORD), a public repository of structured organic reaction records Starting materials: N(=[N+]=[N-])C1(CCCC1)C(=O)NCCOCC1=CC=CC=C1 (1-Azido-N-(2-benzyloxyethyl)cyclopentan-1-carboxamide), [H-].[H-].[H-].[H-].[Li+].[Al+3] (LiAlH4), O (water), [OH-].[Na+] (NaOH), O (water). Solvent: O1CCCC1 (tetrahydrofuran), O1CCCC1 (tetrahydrofuran). Reaction conditions: temperature 0 celsius. Product: C(C1=CC=CC=C1)OCCNCC1(CCCC1)N (1-(2-benzyloxyethylaminomethyl)cyclopentylamine). Reaction SMILES: [N:1]([C:4]1([C:9]([NH:11][CH2:12][CH2:13][O:14][CH2:15][C:16]2[CH:21]=[CH:20][CH:19]=[CH:18][CH:17]=2)=O)[CH2:8][CH2:7][CH2:6][CH2:5]1)=[N+]=[N-].[H-].[H-].[H-].[H-].[Li+].[Al+3].O.[OH-].[Na+]>O1CCCC1>[CH2:15]([O:14][CH2:13][CH2:12][NH:11][CH2:9][C:4]1([NH2:1])[CH2:8][CH2:7][CH2:6][CH2:5]1)[C:16]1[CH:21]=[CH:20][CH:19]=[CH:18][CH:17]=1 |f:1.2.3.4.5.6,8.9|. Reported procedure: A solution of the crude 1-azido-N-(2-benzyloxyethyl)cyclopentan-1-carboxamide 12a (22.3 g) in tetrahydrofuran (100 ml) was added to a suspension of LiAlH4 (6 g) in tetrahydrofuran (100 ml). After reflux for 2 h the mixture was cooled to 0° C. and subsequently treated with water (6 ml), 15% aqueous NaOH (6 ml) and water (6 ml). The mixture was filtered and the precipitate extracted with dichloromethane (200 ml). Drying of the combined organic phases (MgSO4) and evaporation of the solvents in vacu... Starting materials: CS(C)=O, C[S+](C)(C)=O, O=Cc1cc(C(F)(F)F)cc(C(F)(F)F)c1, [H-], [I-], [Na+]. The product is FC(F)(F)c1cc(C2CO2)cc(C(F)(F)F)c1. As a reaction SMILES: [CH3:25][S:26]([CH3:27])=[O:28].[CH3:4][S+:5]([CH3:6])([CH3:7])=[O:8].[F:9][C:10]([c:11]1[cH:12][c:13]([CH:14]=[O:15])[cH:16][c:17]([C:19]([F:20])([F:21])[F:22])[cH:18]1)([F:23])[F:24].[H-:2].[I-:3].[Na+:1]>>[CH2:4]1[CH:14]([c:13]2[cH:12][c:11]([C:10]([F:9])([F:23])[F:24])[cH:18][c:17]([C:19]([F:20])([F:21])[F:22])[cH:16]2)[O:15]1. Reactants: O1C(OCCC1)CCC1CCC(CC1)C=CC1=CC(=C(C=C1)OC(F)(F)F)F (2-(4-(1,3-dioxan-2-ylethyl)cyclohexyl)vinyl-3-fluoro-4-trifluoromethoxybenzene), C(C)O (ethanol), C(=O)O (formic acid). Reagents/catalysts: [Pd] (Pd/C). The solvent is C1(=CC=CC=C1)C (toluene). The product is FC=1C=C(C=CC1OC(F)(F)F)CCC1CCC(CC1)CCC=O (3-(4-(2-(3-fluoro-4-trifluoromethoxyphenyl)ethyl)cyclohexyl)propanal). Isolated yield 37.2%. RXN SMILES: [O:1]1CCCO[CH:2]1[CH2:7][CH2:8][CH:9]1[CH2:14][CH2:13][CH:12]([CH:15]=[CH:16][C:17]2[CH:22]=[CH:21][C:20]([O:23][C:24]([F:27])([F:26])[F:25])=[C:19]([F:28])[CH:18]=2)[CH2:11][CH2:10]1.C(O)C.C(O)=O>[Pd].C1(C)C=CC=CC=1>[F:28][C:19]1[CH:18]=[C:17]([CH2:16][CH2:15][CH:12]2[CH2:13][CH2:14][CH:9]([CH2:8][CH2:7][CH:2]=[O:1])[CH2:10][CH2:11]2)[CH:22]=[CH:21][C:20]=1[O:23][C:24]([F:26])([F:27])[F:25]. Reported procedure: The above 1-(2-(4-(1,3-dioxan-2-ylethyl)cyclohexyl)vinyl-3-fluoro-4-trifluoromethoxybenzene (5.5 g, 13.7 mmol) was hydrogenated in the presence of 5% Pd/C catalyst (0.3 g) in an ethanol solution, followed by filtering off the catalyst, distilling off the solvent under reduced pressure, adding formic acid (2.8 g, 60.8 mmol) and toluene (50 ml) to the residue, refluxing the mixture for 5 hours, washing the organic layer successively with a saturated, aqueous solution of sodium bicarbonate and wate... Starting materials: FC1=C(C(=C(C=C1OC)OC)F)C1=NC=C2C(=N1)NN=C2I (6-(2,6-difluoro-3,5-dimethoxyphenyl)-3-iodo-1H-pyrazolo[3,4-d]pyrimidine), CN(C(=O)C1OC2=CC=C(C=C2CC1)B1OC(C(O1)(C)C)(C)C)C (N,N-dimethyl-6-(4,4,5,5-tetramethyl-1,3,2-dioxaborolan-2-yl)chromane-2-carboxamide). The product is FC1=C(C(=C(C=C1OC)OC)F)C1=NC=C2C(=N1)NN=C2C=2C=C1CCC(OC1=CC2)C(=O)N(C)C (6-[6-(2,6-Difluoro-3,5-dimethoxyphenyl)-1H-pyrazolo[3,4-d]pyrimidin-3-yl]-N,N-dimethylchromane-2-carboxamide). As a reaction SMILES: [F:1][C:2]1[C:7]([O:8][CH3:9])=[CH:6][C:5]([O:10][CH3:11])=[C:4]([F:12])[C:3]=1[C:13]1[N:18]=[C:17]2[NH:19][N:20]=[C:21](I)[C:16]2=[CH:15][N:14]=1.[CH3:23][N:24]([CH3:46])[C:25]([CH:27]1[CH2:36][CH2:35][C:34]2[C:29](=[CH:30][CH:31]=[C:32](B3OC(C)(C)C(C)(C)O3)[CH:33]=2)[O:28]1)=[O:26]>>[F:1][C:2]1[C:7]([O:8][CH3:9])=[CH:6][C:5]([O:10][CH3:11])=[C:4]([F:12])[C:3]=1[C:13]1[N:18]=[C:17]2[NH:19][N:20]=[C:21]([C:32]3[CH:33]=[C:34]4[C:29](=[CH:30][CH:31]=3)[O:28][CH:27]([C:25]([N:24]([CH3:46])[CH3:23])=[O:26])[CH2:36][CH2:35]4)[C:16]2=[CH:15][N:14]=1. Procedure details: This compound was prepared by using procedures analogous to those described for the synthesis of Example 1, Step 7 starting from 6-(2,6-difluoro-3,5-dimethoxyphenyl)-3-iodo-1H-pyrazolo[3,4-d]pyrimidine and N,N-dimethyl-6-(4,4,5,5-tetramethyl-1,3,2-dioxaborolan-2-yl)chromane-2-carboxamide. LCMS (M+H)+=496.0. Yields the product O=S(=O)([O-])c1cccc(Cl)n1, [Na+]. Starting materials: CCO, Clc1cccc(Cl)n1, [Na+], [Na+], O, O=S([O-])[O-]. Reaction SMILES: [CH3:9][CH2:10][OH:11].[Cl:1][c:2]1[n:3][c:4]([Cl:8])[cH:5][cH:6][cH:7]1.[Na+:16].[Na+:17].[OH2:18].[S:12](=[O:13])([O-:14])[O-:15]>>[Cl:1][c:2]1[n:3][c:4]([S:12](=[O:13])(=[O:14])[O-:15])[cH:5][cH:6][cH:7]1.[Na+:16]. The reactants are C(C)(C)(C)NS(=O)(=O)C1=C(C=C(C=C1)CCC)C1=CC(=C(C=C1)CC(C(C#N)=NOC)C(CCCC)=O)F (3-[[2'-(N-t-Butylsulfamoyl)-3-fluoro-5'-n-propylbiphenyl-4-yl]methyl]-2-methoxyimino-4-oxooctanenitrile), Cl.ClC1=C(C=C(C=C1)[N+](=O)[O-])NN (2-chloro-5-nitrophenylhydrazine hydrochloride). The product is C(CCC)C1=NN(C(=C1CC1=C(C=C(C=C1)C1=C(C=CC(=C1)CCC)S(N)(=O)=O)F)C#N)C1=C(C=CC(=C1)[N+](=O)[O-])Cl (3-n-Butyl-1-(2-chloro-5-nitrophenyl)-4-[(3-fluoro-5'-n-propyl-2'-sulfamoylbiphenyl-4-yl)methyl]-1H-pyrazole-5-carbonitrile). RXN SMILES: C([NH:5][S:6]([C:9]1[CH:14]=[CH:13][C:12]([CH2:15][CH2:16][CH3:17])=[CH:11][C:10]=1[C:18]1[CH:23]=[CH:22][C:21]([CH2:24][CH:25]([C:32](=O)[CH2:33][CH2:34][CH2:35][CH3:36])[C:26](=NOC)[C:27]#[N:28])=[C:20]([F:38])[CH:19]=1)(=[O:8])=[O:7])(C)(C)C.Cl.[Cl:40][C:41]1[CH:46]=[CH:45][C:44]([N+:47]([O-:49])=[O:48])=[CH:43][C:42]=1[NH:50][NH2:51]>>[CH2:33]([C:32]1[C:25]([CH2:24][C:21]2[CH:22]=[CH:23][C:18]([C:10]3[CH:11]=[C:12]([CH2:15][CH2:16][CH3:17])[CH:13]=[CH:14][C:9]=3[S:6](=[O:8])(=[O:7])[NH2:5])=[CH:19][C:20]=2[F:38])=[C:26]([C:27]#[N:28])[N:50]([C:42]2[CH:43]=[C:44]([N+:47]([O-:49])=[O:48])[CH:45]=[CH:46][C:41]=2[Cl:40])[N:51]=1)[CH2:34][CH2:35][CH3:36] |f:1.2|. Procedure: The reaction of 3-[[2'-(N-t-butylsulfamoyl)-3-fluoro-5'-n-propylbiphenyl-4-yl]methyl]-2-methoxyimino-4-oxooctanenitrile (from Step C) with 2-chloro-5-nitrophenylhydrazine hydrochloride according to the procedure of Example 1, Step G, yields the title compound. Starting materials: CC1=C(N=C(O1)C1=CC2=CC=CC=C2C=C1)COC1=CC=C(COC2=NC=CC=C2CC#N)C=C1 (2-[2-[4-[5-methyl-2-(2-naphthyl)-4-oxazolylmethoxy]benzyloxy]-3-pyridyl]acetonitrile), Cl (hydrochloric acid), [OH-].[Na+] (sodium hydroxide), C(C)O (ethanol), O (Water). Product: CC1=C(N=C(O1)C1=CC2=CC=CC=C2C=C1)COC1=CC=C(COC2=NC=CC=C2CC(=O)O)C=C1 (2-[2-[4-[5-methyl-2-(2-naphthyl)-4-oxazolylmethoxy]benzyloxy]-3-pyridyl]acetic acid). Yield: 58.0%. Reaction SMILES: [CH3:1][C:2]1[O:6][C:5]([C:7]2[CH:16]=[CH:15][C:14]3[C:9](=[CH:10][CH:11]=[CH:12][CH:13]=3)[CH:8]=2)=[N:4][C:3]=1[CH2:17][O:18][C:19]1[CH:35]=[CH:34][C:22]([CH2:23][O:24][C:25]2[C:30]([CH2:31][C:32]#N)=[CH:29][CH:28]=[CH:27][N:26]=2)=[CH:21][CH:20]=1.[OH-:36].[Na+].C(O)C.Cl.[OH2:42]>>[CH3:1][C:2]1[O:6][C:5]([C:7]2[CH:16]=[CH:15][C:14]3[C:9](=[CH:10][CH:11]=[CH:12][CH:13]=3)[CH:8]=2)=[N:4][C:3]=1[CH2:17][O:18][C:19]1[CH:20]=[CH:21][C:22]([CH2:23][O:24][C:25]2[C:30]([CH2:31][C:32]([OH:42])=[O:36])=[CH:29][CH:28]=[CH:27][N:26]=2)=[CH:34][CH:35]=1 |f:1.2|. Procedure details: A mixture of 2-[2-[4-[5-methyl-2-(2-naphthyl)-4-oxazolylmethoxy]benzyloxy]-3-pyridyl]acetonitrile (700 mg), a 2N aqueous sodium hydroxide solution (20 mL) and ethanol (40 mL) was heated under reflux for 18 hours. Water was added to the reaction mixture, and the mixture was neutralized with 2N hydrochloric acid and extracted with ethyl acetate. The organic layer was washed with water, dried over anhydrous magnesium sulfate and concentrated. The residue was subjected to silica gel column chromatog...